This data is from the Open Reaction Database (ORD), a public repository of structured organic reaction records. The task is: describe an organic reaction: reactants, conditions, products, and yield Starting materials: CNC, CC#N, CCOC(=O)C(Cl)=Cc1cc(N2C(=O)C3=C(CCCC3)C2=O)ccc1Cl. The product is CCOC(=O)C(Cl)=Cc1cc(NC(=O)C2=C(C(=O)N(C)C)CCCC2)ccc1Cl. RXN SMILES: [CH3:1][NH:2][CH3:3].[CH3:30][C:31]#[N:32].[Cl:4][c:5]1[c:6]([CH:22]=[C:23]([C:24](=[O:25])[O:26][CH2:27][CH3:28])[Cl:29])[cH:7][c:8]([N:11]2[C:12](=[O:21])[C:13]3=[C:14]([C:15]2=[O:16])[CH2:17][CH2:18][CH2:19][CH2:20]3)[cH:9][cH:10]1>>[CH3:1][N:2]([CH3:3])[C:15]([C:14]1=[C:13]([C:12]([NH:11][c:8]2[cH:7][c:6]([CH:22]=[C:23]([C:24](=[O:25])[O:26][CH2:27][CH3:28])[Cl:29])[c:5]([Cl:4])[cH:10][cH:9]2)=[O:21])[CH2:20][CH2:19][CH2:18][CH2:17]1)=[O:16]. Yields the product O=C1CCC(N2Cc3c(NCc4ccccc4)cccc3C2=O)C(=O)N1. Starting materials: [BH4-], CO, CC(=O)O, O=Cc1ccccc1, Nc1cccc2c1CN(C1CCC(=O)NC1=O)C2=O, [Na+]. As a reaction SMILES: [BH4-:28].[CH3:30][OH:31].[CH3:32][C:33](=[O:34])[OH:35].[CH:20](=[O:21])[c:22]1[cH:23][cH:24][cH:25][cH:26][cH:27]1.[NH2:1][c:2]1[c:3]2[c:7]([cH:8][cH:9][cH:10]1)[C:6](=[O:11])[N:5]([CH:12]1[C:13](=[O:19])[NH:14][C:15](=[O:18])[CH2:16][CH2:17]1)[CH2:4]2.[Na+:29]>>[NH:1]([c:2]1[c:3]2[c:7]([cH:8][cH:9][cH:10]1)[C:6](=[O:11])[N:5]([CH:12]1[C:13](=[O:19])[NH:14][C:15](=[O:18])[CH2:16][CH2:17]1)[CH2:4]2)[CH2:20][c:22]1[cH:23][cH:24][cH:25][cH:26][cH:27]1.